Task: describe an organic reaction: reactants, conditions, products, and yield. Dataset: the Open Reaction Database (ORD), a public repository of structured organic reaction records The reactants are CC1CN(Cc2ccc(Br)s2)CCN1C(=O)OC(C)(C)C, CCOC(C)=O, Cl, [K+], [K+], NCc1cccc(B(O)O)c1, O=C([O-])[O-], C1COCCO1, O, c1ccc(P(c2ccccc2)(c2ccccc2)[Pd](P(c2ccccc2)(c2ccccc2)c2ccccc2)(P(c2ccccc2)(c2ccccc2)c2ccccc2)P(c2ccccc2)(c2ccccc2)c2ccccc2)cc1. The product is CC1CN(Cc2ccc(-c3cccc(CN)c3)s2)CCN1C(=O)OC(C)(C)C. Reaction SMILES: [Br:13][c:14]1[cH:15][cH:16][c:17]([CH2:19][N:20]2[CH2:21][CH:22]([CH3:33])[N:23]([C:26](=[O:27])[O:28][C:29]([CH3:30])([CH3:31])[CH3:32])[CH2:24][CH2:25]2)[s:18]1.[CH3:47][CH2:48][O:49][C:50]([CH3:51])=[O:52].[ClH:1].[K+:34].[K+:35].[NH2:2][CH2:3][c:4]1[cH:5][c:6]([B:10]([OH:11])[OH:12])[cH:7][cH:8][cH:9]1.[O-:36][C:37]([O-:38])=[O:39].[O:40]1[CH2:41][CH2:42][O:43][CH2:44][CH2:45]1.[OH2:46].[cH:53]1[cH:54][cH:55][c:56]([P:57]([Pd:58]([P:59]([c:60]2[cH:61][cH:62][cH:63][cH:64][cH:65]2)([c:66]2[cH:67][cH:68][cH:69][cH:70][cH:71]2)[c:72]2[cH:73][cH:74][cH:75][cH:76][cH:77]2)([P:78]([c:79]2[cH:80][cH:81][cH:82][cH:83][cH:84]2)([c:85]2[cH:86][cH:87][cH:88][cH:89][cH:90]2)[c:91]2[cH:92][cH:93][cH:94][cH:95][cH:96]2)[P:97]([c:98]2[cH:99][cH:100][cH:101][cH:102][cH:103]2)([c:104]2[cH:105][cH:106][cH:107][cH:108][cH:109]2)[c:110]2[cH:111][cH:112][cH:113][cH:114][cH:115]2)([c:116]2[cH:117][cH:118][cH:119][cH:120][cH:121]2)[c:122]2[cH:123][cH:124][cH:125][cH:126][cH:127]2)[cH:128][cH:129]1>>[NH2:2][CH2:3][c:4]1[cH:5][c:6](-[c:14]2[cH:15][cH:16][c:17]([CH2:19][N:20]3[CH2:21][CH:22]([CH3:33])[N:23]([C:26](=[O:27])[O:28][C:29]([CH3:30])([CH3:31])[CH3:32])[CH2:24][CH2:25]3)[s:18]2)[cH:7][cH:8][cH:9]1.